Dataset: the Open Reaction Database (ORD), a public repository of structured organic reaction records. Task: describe an organic reaction: reactants, conditions, products, and yield Reactants: ClCCl, O=S(=O)(OS(=O)(=O)C(F)(F)F)C(F)(F)F, COC(=O)C(F)(C(C)O)C(F)(F)F, COC(=O)C(F)(C(C)OS(=O)(=O)C(F)(F)F)C(F)(F)F, C1CCC2=NCCCN2CC1, c1ccncc1. The product is C=CC(F)(C(=O)OC)C(F)(F)F. RXN SMILES: [Cl:60][CH2:61][Cl:62].[F:14][C:15]([S:16]([O:17][S:18]([C:19]([F:20])([F:21])[F:22])(=[O:23])=[O:24])(=[O:25])=[O:26])([F:27])[F:28].[F:1][C:2]([C:3](=[O:4])[O:5][CH3:6])([CH:7]([CH3:8])[OH:9])[C:10]([F:11])([F:12])[F:13].[F:29][C:30]([C:31]([F:32])([F:33])[F:34])([CH:35]([O:36][S:37]([C:38]([F:39])([F:40])[F:41])(=[O:42])=[O:43])[CH3:44])[C:45]([O:46][CH3:47])=[O:48].[N:49]12[CH2:50][CH2:51][CH2:52][N:53]=[C:54]1[CH2:55][CH2:56][CH2:57][CH2:58][CH2:59]2.[cH:63]1[cH:64][cH:65][n:66][cH:67][cH:68]1>>[F:1][C:2]([C:3](=[O:4])[O:5][CH3:6])([CH:7]=[CH2:8])[C:10]([F:11])([F:12])[F:13]. Procedure details: A solution of 2-[3,5-bis(trifluoromethyl)phenyl]-N-[6-chloro-4-(2-methylphenyl)-3-pyridinyl]-N,2-dimethylpropanamide [WO 2002/16324A1] (200 mg, 0.388 mmol), octahydropyrazino[2,1-c][1,4]oxazine (EP472826, 111 mg, 0.776 mmol), and potassium carbonate (161 mg, 1.165 mmol) in 1 mL of DMSO was heated to 150° C. for 47 h. It was worked up by diluting with dichloromethane and extracting with brine. The organics were dried (Na2SO4), and the solvent removed. The product was purified by flash chromatogra... Solvent: CS(=O)C (DMSO), ClCCl (dichloromethane). Product: FC(C=1C=C(C=C(C1)C(F)(F)F)C(C(=O)N(C)C=1C=NC(=CC1C1=C(C=CC=C1)C)N1CC2COCCN2CC1)(C)C)(F)F (2-[3,5-bis(trifluoromethyl)phenyl]-N-[6-(hexahydropyrazino[2,1-c][1,4]oxazin-8(1H)-yl)-4-(2-methylphenyl)-3-pyridinyl]-N,2-dimethylpropanamide). Starting materials: FC(C=1C=C(C=C(C1)C(F)(F)F)C(C(=O)N(C)C=1C=NC(=CC1C1=C(C=CC=C1)C)Cl)(C)C)(F)F (2-[3,5-bis(trifluoromethyl)phenyl]-N-[6-chloro-4-(2-methylphenyl)-3-pyridinyl]-N,2-dimethylpropanamide), C1OCCN2C1CNCC2 (octahydropyrazino[2,1-c][1,4]oxazine), C([O-])([O-])=O.[K+].[K+] (potassium carbonate). RXN SMILES: [F:1][C:2]([F:35])([F:34])[C:3]1[CH:4]=[C:5]([C:13]([CH3:33])([CH3:32])[C:14]([N:16]([C:18]2[CH:19]=[N:20][C:21](Cl)=[CH:22][C:23]=2[C:24]2[CH:29]=[CH:28][CH:27]=[CH:26][C:25]=2[CH3:30])[CH3:17])=[O:15])[CH:6]=[C:7]([C:9]([F:12])([F:11])[F:10])[CH:8]=1.[CH2:36]1[CH:41]2[CH2:42][NH:43][CH2:44][CH2:45][N:40]2[CH2:39][CH2:38][O:37]1.C(=O)([O-])[O-].[K+].[K+]>CS(C)=O.ClCCl>[F:1][C:2]([F:35])([F:34])[C:3]1[CH:4]=[C:5]([C:13]([CH3:33])([CH3:32])[C:14]([N:16]([C:18]2[CH:19]=[N:20][C:21]([N:43]3[CH2:44][CH2:45][N:40]4[CH:41]([CH2:36][O:37][CH2:38][CH2:39]4)[CH2:42]3)=[CH:22][C:23]=2[C:24]2[CH:29]=[CH:28][CH:27]=[CH:26][C:25]=2[CH3:30])[CH3:17])=[O:15])[CH:6]=[C:7]([C:9]([F:12])([F:11])[F:10])[CH:8]=1 |f:2.3.4|. Isolated yield 38.2%. The reactants are CC1(C)CNCc2cc([N+](=O)[O-])ccc21, CC(=O)OC(C)=O, CN(C)c1ccncc1, CCN(C(C)C)C(C)C, ClCCl. The product is CC(=O)N1Cc2cc([N+](=O)[O-])ccc2C(C)(C)C1. RXN SMILES: [CH3:1][C:2]1([CH3:15])[CH2:3][NH:4][CH2:5][c:6]2[cH:7][c:8]([N+:12](=[O:13])[O-:14])[cH:9][cH:10][c:11]21.[CH3:25][C:26](=[O:27])[O:28][C:29]([CH3:30])=[O:31].[CH3:32][N:33]([CH3:34])[c:35]1[cH:36][cH:37][n:38][cH:39][cH:40]1.[CH:16]([N:17]([CH2:18][CH3:19])[CH:20]([CH3:21])[CH3:22])([CH3:23])[CH3:24].[Cl:41][CH2:42][Cl:43]>>[CH3:1][C:2]1([CH3:15])[CH2:3][N:4]([C:26]([CH3:25])=[O:27])[CH2:5][c:6]2[cH:7][c:8]([N+:12](=[O:13])[O-:14])[cH:9][cH:10][c:11]21. The reactants are O=C([O-])[O-], CC(Br)C(=O)NS(=O)(=O)c1cccc2c1OC(C)(C)C2, CC(C)=O, Cc1nn(-c2cc(O)c(Cl)cc2F)c(=O)n1C(F)F, [K+], [K+]. Product: Cc1nn(-c2cc(OC(C)C(=O)NS(=O)(=O)c3cccc4c3OC(C)(C)C4)c(Cl)cc2F)c(=O)n1C(F)F. As a reaction SMILES: [C:40](=[O:41])([O-:42])[O-:43].[CH3:20][C:21]1([CH3:39])[O:22][c:23]2[c:24]([cH:26][cH:27][cH:28][c:29]2[S:30](=[O:31])(=[O:32])[NH:33][C:34]([CH:35]([CH3:36])[Br:37])=[O:38])[CH2:25]1.[CH3:46][C:47](=[O:48])[CH3:49].[Cl:1][c:2]1[cH:3][c:4]([F:19])[c:5](-[n:9]2[n:10][c:11]([CH3:18])[n:12]([CH:15]([F:16])[F:17])[c:13]2=[O:14])[cH:6][c:7]1[OH:8].[K+:44].[K+:45]>>[Cl:1][c:2]1[cH:3][c:4]([F:19])[c:5](-[n:9]2[n:10][c:11]([CH3:18])[n:12]([CH:15]([F:16])[F:17])[c:13]2=[O:14])[cH:6][c:7]1[O:8][CH:35]([C:34]([NH:33][S:30]([c:29]1[c:23]2[c:24]([cH:26][cH:27][cH:28]1)[CH2:25][C:21]([CH3:20])([CH3:39])[O:22]2)(=[O:31])=[O:32])=[O:38])[CH3:36]. The reactants are O (Water), [Cu](C#N)C#N (Copper cyanide), BrC=1C=CC(=NC1OC)/C(=C/[C@H]1CCC(N1CC1=C(C=C(C=C1)OC)OC)=O)/C1=CC=C(C=C1)C(C)(C)C ((5R)-5-[(E)-2-(5-bromo-6-methoxypyridin-2-yl)-2-(4-tert-butylphenyl)ethenyl]-1-(2,4-dimethoxybenzyl)pyrrolidin-2-one), Example 4-42(1). Solvent: CN(C=O)C (N,N-dimethylformamide). Conditions: temperature 180 celsius, time 2 hour. Yields the product C(C)(C)(C)C1=CC=C(C=C1)/C(=C\[C@@H]1N(C(CC1)=O)CC1=C(C=C(C=C1)OC)OC)/C1=CC=C(C(=N1)OC)C#N (6-{(E)-1-(4-tert-butylphenyl)-2-[(2R)-1-(2,4-dimethoxybenzyl)-5-oxopyrrolidin-2-yl]ethenyl}-2-methoxypyridine-3-carbonitrile). Isolated yield 40.0%. As a reaction SMILES: [Cu]([C:4]#[N:5])C#N.Br[C:7]1[CH:8]=[CH:9][C:10](/[C:15](/[C:34]2[CH:39]=[CH:38][C:37]([C:40]([CH3:43])([CH3:42])[CH3:41])=[CH:36][CH:35]=2)=[CH:16]/[C@@H:17]2[N:21]([CH2:22][C:23]3[CH:28]=[CH:27][C:26]([O:29][CH3:30])=[CH:25][C:24]=3[O:31][CH3:32])[C:20](=[O:33])[CH2:19][CH2:18]2)=[N:11][C:12]=1[O:13][CH3:14].O>CN(C)C=O>[C:40]([C:37]1[CH:36]=[CH:35][C:34](/[C:15](/[C:10]2[N:11]=[C:12]([O:13][CH3:14])[C:7]([C:4]#[N:5])=[CH:8][CH:9]=2)=[CH:16]\[C@H:17]2[CH2:18][CH2:19][C:20](=[O:33])[N:21]2[CH2:22][C:23]2[CH:28]=[CH:27][C:26]([O:29][CH3:30])=[CH:25][C:24]=2[O:31][CH3:32])=[CH:39][CH:38]=1)([CH3:43])([CH3:41])[CH3:42]. Reported procedure: Copper cyanide (27 mg) was added to a solution of (5R)-5-[(E)-2-(5-bromo-6-methoxypyridin-2-yl)-2-(4-tert-butylphenyl)ethenyl]-1-(2,4-dimethoxybenzyl)pyrrolidin-2-one obtained in Reference Example 4-42(1) (90 mg) in N,N-dimethylformamide (5 mL), and the mixture was stirred at an external temperature of 180° C. for two hours. Water was added to the reaction solution, followed by extraction with ethyl acetate. The organic layer was washed with saline, dried over magnesium sulfate and filtered. The... Reactants: BrC1=CN(C2=CC(=CC=C12)[N+](=O)[O-])S(=O)(=O)C1=CC=CC=C1 (3-bromo-6-nitro-1-(phenylsulfonyl)-1H-indole), O.[Sn](Cl)Cl (tin (II) chloride monohydrate). Solvent: C(C)O (ethanol), O (water). Yields the product BrC1=CN(C2=CC(=CC=C12)N)S(=O)(=O)C1=CC=CC=C1 (3-bromo-1-(phenylsulfonyl)-1H-indol-6-amine). The yield is 91.0%. As a reaction SMILES: [Br:1][C:2]1[C:10]2[C:5](=[CH:6][C:7]([N+:11]([O-])=O)=[CH:8][CH:9]=2)[N:4]([S:14]([C:17]2[CH:22]=[CH:21][CH:20]=[CH:19][CH:18]=2)(=[O:16])=[O:15])[CH:3]=1.O.[Sn](Cl)Cl>C(O)C.O>[Br:1][C:2]1[C:10]2[C:5](=[CH:6][C:7]([NH2:11])=[CH:8][CH:9]=2)[N:4]([S:14]([C:17]2[CH:22]=[CH:21][CH:20]=[CH:19][CH:18]=2)(=[O:16])=[O:15])[CH:3]=1 |f:1.2|. Procedure: To a slurry of 3-bromo-6-nitro-1-(phenylsulfonyl)-1H-indole (2.80 g, 7.35 mmol) in ethanol (73.5 mL) was added a solution of tin (II) chloride monohydrate (6.63 g, 29.4 mmol) in water (11.0 mL) at 30° C. Once the addition was complete, the reaction was heated to reflux for 3.5 h, then quenched with 2.0 N sodium hydroxide to a pH of 8. The remaining slurry was diluted with ethyl acetate (100 mL), and the aqueous layer was removed and filtered. The organic phase was washed with 2.0 N sodium hydrox...